From a dataset of the Open Reaction Database (ORD), a public repository of structured organic reaction records. describe an organic reaction: reactants, conditions, products, and yield The reactants are OCCc1c[nH]c2c(F)ccc(Br)c12, CS(C)=O, O=C(O)c1ccccc1I(=O)=O, O. Yields the product O=CCc1c[nH]c2c(F)ccc(Br)c12. Reaction SMILES: [Br:1][c:2]1[c:3]2[c:4]([CH2:12][CH2:13][OH:14])[cH:5][nH:6][c:7]2[c:8]([F:11])[cH:9][cH:10]1.[CH3:27][S:28]([CH3:29])=[O:30].[I:15]([c:16]1[cH:17][cH:18][cH:19][cH:20][c:21]1[C:22]([OH:23])=[O:24])(=[O:25])=[O:26].[OH2:31]>>[Br:1][c:2]1[c:3]2[c:4]([CH2:12][CH:13]=[O:14])[cH:5][nH:6][c:7]2[c:8]([F:11])[cH:9][cH:10]1. The reactants are C=C1CCCC(C)(C)C1C(=O)CC(C)N, Cc1ccccc1, O, Cc1ccc(S(=O)(=O)O)cc1. Yields the product C=C1CCCC(C)(C)C1C(=O)C=CC. Reaction SMILES: [CH2:1]=[C:2]1[CH:3]([C:10]([CH2:11][CH:12]([CH3:13])[NH2:14])=[O:15])[C:4]([CH3:8])([CH3:9])[CH2:5][CH2:6][CH2:7]1.[CH3:27][c:28]1[cH:29][cH:30][cH:31][cH:32][cH:33]1.[OH2:34].[c:16]1([CH3:17])[cH:18][cH:19][c:20]([S:21]([OH:22])(=[O:23])=[O:24])[cH:25][cH:26]1>>[CH2:1]=[C:2]1[CH:3]([C:10]([CH:11]=[CH:12][CH3:13])=[O:15])[C:4]([CH3:8])([CH3:9])[CH2:5][CH2:6][CH2:7]1. The reactants are [Na] (sodium), COC=1C=C2CC(NC2=CC1OC)=O (5,6-dimethoxy oxindole), C(=O)OCC (ethyl formate). Solvent: C(C)O (ethanol). Yields the product COC=1C=C2C(C(NC2=CC1OC)=O)=CO (5,6-Dimethoxy-3-hydroxymethylene oxindole). Reaction SMILES: [Na].[CH3:2][O:3][C:4]1[CH:5]=[C:6]2[C:10](=[CH:11][C:12]=1[O:13][CH3:14])[NH:9][C:8](=[O:15])[CH2:7]2.[CH:16](OCC)=[O:17]>C(O)C>[CH3:2][O:3][C:4]1[CH:5]=[C:6]2[C:10](=[CH:11][C:12]=1[O:13][CH3:14])[NH:9][C:8](=[O:15])[C:7]2=[CH:16][OH:17] |^1:0|. Reported procedure: To a warm solution of 1.5 g. sodium in 35 ml. ethanol was added 10 g. of 5,6-dimethoxy oxindole [J. Am. Chem. Soc. 77 3844 (1955)]. Then 30 ml. ethyl formate was added. A solid formed. The mixture was stirred and heated 10 minutes. A stream of nitrogen was blown over the mixture to evaporate as much solvent as possible. Then a solution of 6.5 ml. concentrated hydrochloric acid and 50 ml. water was added. The resulting clear solution was concentrated in vacuum and the resulting solid filtered and...